Dataset: the Open Reaction Database (ORD), a public repository of structured organic reaction records. Task: describe an organic reaction: reactants, conditions, products, and yield Product: CCc1cc(Br)ccc1O. RXN SMILES: [Br:6][c:7]1[cH:8][cH:9][c:10]([OH:16])[c:11]([C:13]([CH3:14])=[O:15])[cH:12]1.[NH2:4][NH2:5].[Na+:2].[OH-:1].[OH2:3].[OH:17][CH2:18][CH2:19][O:20][CH2:21][CH2:22][O:23][CH2:24][CH2:25][OH:26]>>[Br:6][c:7]1[cH:8][cH:9][c:10]([OH:16])[c:11]([CH2:13][CH3:14])[cH:12]1. Reactants: CC(=O)c1cc(Br)ccc1O, NN, [Na+], [OH-], O, OCCOCCOCCO.